Dataset: the Open Reaction Database (ORD), a public repository of structured organic reaction records. Task: describe an organic reaction: reactants, conditions, products, and yield The reactants are FC1=C(C(=C(C#N)C=C1)C(F)(F)F)C (4-fluoro-3-methyl-2-(trifluoromethyl)benzonitrile), N[C@@H](C(=O)O)C(C)(C)O ((R)-2-amino-3-hydroxy-3-methylbutanoic acid), C(=O)([O-])[O-].[K+].[K+] (K2CO3). Solvent: CS(=O)C (DMSO). Conditions: temperature 85 celsius, time 18 hour. Yields the product C(#N)C1=C(C(=C(C=C1)N[C@@H](C(=O)O)C(C)(C)O)C)C(F)(F)F ((R)-2-(4-cyano-2-methyl-3-(trifluoromethyl)phenylamino)-3-hydroxy-3-methylbutanoic acid). The yield is 96.7%. As a reaction SMILES: F[C:2]1[CH:9]=[CH:8][C:5]([C:6]#[N:7])=[C:4]([C:10]([F:13])([F:12])[F:11])[C:3]=1[CH3:14].[NH2:15][C@H:16]([C:20]([OH:23])([CH3:22])[CH3:21])[C:17]([OH:19])=[O:18].C([O-])([O-])=O.[K+].[K+]>CS(C)=O>[C:6]([C:5]1[CH:8]=[CH:9][C:2]([NH:15][C@H:16]([C:20]([OH:23])([CH3:22])[CH3:21])[C:17]([OH:19])=[O:18])=[C:3]([CH3:14])[C:4]=1[C:10]([F:13])([F:12])[F:11])#[N:7] |f:2.3.4|. Procedure: 4-fluoro-3-methyl-2-(trifluoromethyl)benzonitrile (763 mg, 3.76 mmol) was mixed together with (R)-2-amino-3-hydroxy-3-methylbutanoic acid (500 mg, 3.76 mmol) in DMSO (25 mL). K2CO3 (1.56 g, 11.28 mmol) was added to the reaction mixture and the reaction mixture stirred at 85° C. for 18 h. The reaction mixture was allowed to cool to room temperature, quenched with H2O (25 mL) and extracted with EtOAc (2×30 mL). The aqueous layer was then acidified with solid citric acid and extracted with EtOAc (2... Starting materials: CCN(C(C)C)C(C)C (DIEA), FC1=C(C=CC=C1)C=1C(=C2C(=NC1)NC=C2)N2CCNCC2 (5-(2-Fluorophenyl)-4-(piperazin-1-yl)-1H-pyrrolo[2,3-b]pyri dine), CCN=C=NCCCN(C)C (EDCI), C(C)(C)(C)OC(=O)N(C[C@@H](C(=O)O)C1=CC=C(C=C1)Cl)C(C)C ((S)-3-(tert-butoxycarbonyl(isopropyl)amino)-2-(4-chlorophenyl)propanoic acid), C=1C=CC2=C(C1)N=NN2O.O (HOBT H2O), C(=O)([O-])[O-].[Na+].[Na+] (Na2CO3). The solvent is C(Cl)Cl (DCM). Reaction conditions: time 5 hour. The product is ClC1=CC=C(C=C1)[C@@H](CN(C(OC(C)(C)C)=O)C(C)C)C(=O)N1CCN(CC1)C1=C2C(=NC=C1C1=C(C=CC=C1)F)NC=C2 (tert-butyl (2S)-2-(4-chlorophenyl)-3-(4-(5-(2-fluorophenyl)-1H-pyrrolo[2,3-b]pyridin-4-yl)piperazin-1-yl)-3-oxopropyl(isopropyl)carbamate). Yield: 70.0%. RXN SMILES: [F:1][C:2]1[CH:7]=[CH:6][CH:5]=[CH:4][C:3]=1[C:8]1[C:9]([N:17]2[CH2:22][CH2:21][NH:20][CH2:19][CH2:18]2)=[C:10]2[CH:16]=[CH:15][NH:14][C:11]2=[N:12][CH:13]=1.[C:23]([O:27][C:28]([N:30]([CH:43]([CH3:45])[CH3:44])[CH2:31][C@H:32]([C:36]1[CH:41]=[CH:40][C:39]([Cl:42])=[CH:38][CH:37]=1)[C:33](O)=[O:34])=[O:29])([CH3:26])([CH3:25])[CH3:24].C1C=CC2N(O)N=NC=2C=1.O.CCN=C=NCCCN(C)C.CCN(C(C)C)C(C)C.C([O-])([O-])=O.[Na+].[Na+]>C(Cl)Cl>[Cl:42][C:39]1[CH:40]=[CH:41][C:36]([C@H:32]([C:33]([N:20]2[CH2:19][CH2:18][N:17]([C:9]3[C:8]([C:3]4[CH:4]=[CH:5][CH:6]=[CH:7][C:2]=4[F:1])=[CH:13][N:12]=[C:11]4[NH:14][CH:15]=[CH:16][C:10]=34)[CH2:22][CH2:21]2)=[O:34])[CH2:31][N:30]([CH:43]([CH3:44])[CH3:45])[C:28](=[O:29])[O:27][C:23]([CH3:25])([CH3:24])[CH3:26])=[CH:37][CH:38]=1 |f:2.3,6.7.8|. Procedure: 5-(2-Fluorophenyl)-4-(piperazin-1-yl)-1H-pyrrolo[2,3-b]pyri dine (0.034 g, 0.0921 mmol), (S)-3-(tert-butoxycarbonyl(isopropyl)amino)-2-(4-chlorophenyl)propanoic acid (0.0330 g, 0.0967 mmol, see Example H), HOBT-H2O (0.0197 g, 0.129 mmol), and EDCI (0.0229 g, 0.120 mmol) were placed in DCM (5 mL) at room temperature. DIEA (d 0.742; 0.0802 mL, 0.460 mmol) was then added, and the reaction was stirred at room temperature for 5 hours. The reaction was then poured into saturated Na2CO3 and extracted i... Starting materials: C(C)(C)(C)OC(N(CC1=CC=C(C=C1)OC)C1=NC=C(C=C1OC)C(C1=CNC2=NC=C(C=C21)C)O)=O ({5-[hydroxy-(5-methyl-1H-pyrrolo[2,3-b]pyridin-3-yl)-methyl]-3-methoxy-pyridin-2-yl}-(4-methoxy-benzyl)-carbamic acid tert-butyl ester), C(C)[SiH](CC)CC (triethylsilane), FC(C(=O)O)(F)F (trifluoroacetic acid). Solvent: C(C)#N (acetonitrile). Run at time 18 hour. Product: COC=1C(=NC=C(C1)CC1=CNC2=NC=C(C=C21)C)N (3-methoxy-5-(5-methyl-1H-pyrrolo[2,3-b]pyridin-3-ylmethyl)-pyridin-2-ylamine). As a reaction SMILES: C(OC(=O)[N:7]([C:17]1[C:22]([O:23][CH3:24])=[CH:21][C:20]([CH:25](O)[C:26]2[C:34]3[C:29](=[N:30][CH:31]=[C:32]([CH3:35])[CH:33]=3)[NH:28][CH:27]=2)=[CH:19][N:18]=1)CC1C=CC(OC)=CC=1)(C)(C)C.C([SiH](CC)CC)C.FC(F)(F)C(O)=O>C(#N)C>[CH3:24][O:23][C:22]1[C:17]([NH2:7])=[N:18][CH:19]=[C:20]([CH2:25][C:26]2[C:34]3[C:29](=[N:30][CH:31]=[C:32]([CH3:35])[CH:33]=3)[NH:28][CH:27]=2)[CH:21]=1. Procedure: In a round bottom flask, {5-[hydroxy-(5-methyl-1H-pyrrolo[2,3-b]pyridin-3-yl)-methyl]-3-methoxy-pyridin-2-yl}-(4-methoxy-benzyl)-carbamic acid tert-butyl ester (127, 1 equivalent) is combined with 100 mL of acetonitrile, triethylsilane (18 equivalents), and trifluoroacetic acid (18 equivalents). The reaction is heated at reflux for 24 hours, then concentrated under vacuum. The resulting material is dissolved in 40 mL of trifluoroacetic acid and stirred at room temperature for 18 hours. This is c... Reactants: S1C(=CC=C1)C#N (thiopene-2-carbonitrile), C(CCC)[Li] (n-butyllithium), hexanes, C(C)(C)NC(C)C (diisopropylamine), CN(C=O)C (N,N-dimethylformamide), C(CC(O)(C(=O)O)CC(=O)O)(=O)O (Citric acid). Solvent: O (water), O1CCCC1 (tetrahydrofuran), O1CCCC1 (tetrahydrofuran). Reaction conditions: time 5 minute. Product: C(#N)C=1SC(=CC1)C=O (2-cyano-5-formylthiophene). Isolated yield 50.3%. As a reaction SMILES: C(NC(C)C)(C)C.C([Li])CCC.[S:13]1[CH:17]=[CH:16][CH:15]=[C:14]1[C:18]#[N:19].CN(C)[CH:22]=[O:23].C(O)(=O)CC(CC(O)=O)(C(O)=O)O>O1CCCC1.O>[C:18]([C:14]1[S:13][C:17]([CH:22]=[O:23])=[CH:16][CH:15]=1)#[N:19]. Reported procedure: A solution of diisopropylamine (35.3 ml, 0.251 moles) in tetrahydrofuran (500 ml) was cooled to −78° C. under a nitrogen blanket. To this was added 1.6M n-butyllithium in hexanes (157 ml, 0.251 moles) and allowed to stir for 5 min. Then slowly added thiopene-2-carbonitrile (21.33 ml, 0.229 moles) in tetrahydrofuran (115 ml) and allowed to stir. After 45 min. was added N,N-dimethylformamide (88.66 ml, 1.145 moles) at −78° C. Citric acid (40 g) was added after 2 h. followed by water (240 ml) and s... The reactants are COC(=O)C1=C(CCC1)C1=C(C(=CC(=C1)OCOC)C(O[SiH2]C(C)(C)C)(C)C)OCOC (2-[3-(tert-butyl-dimethyl-silanyloxymethyl)-2,5-bis-methoxymethoxy-phenyl]-cyclopent-1-enecarboxylic acid methyl ester). Reagents/catalysts: [Pd] (Pd/C). Run in CCO (EtOH). Yields the product COC(=O)C1C(CCC1)C1=C(C(=CC(=C1)OCOC)C(O[SiH2]C(C)(C)C)(C)C)OCOC ((±)-2-[3-(tert-Butyl-dimethyl-silanyloxymethyl)-2,5-bis-methoxymethoxy-phenyl]-cyclopentanecarboxylic acid methyl ester). Isolated yield 84.4%. Reaction SMILES: [CH3:1][O:2][C:3]([C:5]1[CH2:9][CH2:8][CH2:7][C:6]=1[C:10]1[CH:15]=[C:14]([O:16][CH2:17][O:18][CH3:19])[CH:13]=[C:12]([C:20]([CH3:28])([CH3:27])[O:21][SiH2:22][C:23]([CH3:26])([CH3:25])[CH3:24])[C:11]=1[O:29][CH2:30][O:31][CH3:32])=[O:4]>CCO.[Pd]>[CH3:1][O:2][C:3]([CH:5]1[CH2:9][CH2:8][CH2:7][CH:6]1[C:10]1[CH:15]=[C:14]([O:16][CH2:17][O:18][CH3:19])[CH:13]=[C:12]([C:20]([CH3:27])([CH3:28])[O:21][SiH2:22][C:23]([CH3:25])([CH3:26])[CH3:24])[C:11]=1[O:29][CH2:30][O:31][CH3:32])=[O:4]. Procedure: Filter a solution of 2-[3-(tert-butyl-dimethyl-silanyloxymethyl)-2,5-bis-methoxymethoxy-phenyl]-cyclopent-1-enecarboxylic acid methyl ester (0.715 g, 1.53 mmol) in EtOH (40 mL) through a 1×6 cm pad of activated carbon. Add the filtrate to a Pair® bottle containing 10% Pd/C (50% wet, 0.15 g) and hydrogenate this mixture at 55-60 psi for 3 hours. Filter the reaction through Celite® and concentrate the filtrate to afford the subtitled product (0.605 g, 84%) as an oil that may be used without furthe... Starting materials: C1(=CC=CC=C1)C (toluene), C(C)(C)(C)C1=C(C(=CC=C1)C(C)(C)C)O (2,6-di-tert-butyl-phenol), C(C=O)(=O)O (glyoxylic acid), Cl (hydrogen chloride). The solvent is C(CCC)O (n-butanol), C(C)(=O)O (acetic acid). Reaction conditions: time 3 day. Product: C(C)(C)(C)C=1C=C(C=C(C1O)C(C)(C)C)C(C(=O)O)Cl ((3,5-di-tert-butyl-4-hydroxy-phenyl)-chloroacetic acid), C(C)(C)(C)C=1C=C(C=C(C1O)C(C)(C)C)C(C(=O)OCCCC)OCCCC (n-butyl (3,5-di-tert-butyl-4-hydroxy-phenyl)-n-butoxyacetate). RXN SMILES: [C:1]([C:5]1[CH:10]=[CH:9][CH:8]=[C:7]([C:11]([CH3:14])([CH3:13])[CH3:12])[C:6]=1[OH:15])([CH3:4])([CH3:3])[CH3:2].[C:16]([OH:20])(=[O:19])[CH:17]=[O:18].[ClH:21].[C:22]1([CH3:28])[CH:27]=[CH:26]C=CC=1>C(O)(=O)C.C(O)CCC>[C:11]([C:7]1[CH:8]=[C:9]([CH:17]([Cl:21])[C:16]([OH:20])=[O:19])[CH:10]=[C:5]([C:1]([CH3:4])([CH3:3])[CH3:2])[C:6]=1[OH:15])([CH3:14])([CH3:13])[CH3:12].[C:11]([C:7]1[CH:8]=[C:9]([CH:17]([O:18][CH2:28][CH2:22][CH2:27][CH3:26])[C:16]([O:20][CH2:2][CH2:1][CH2:5][CH3:6])=[O:19])[CH:10]=[C:5]([C:1]([CH3:4])([CH3:3])[CH3:2])[C:6]=1[OH:15])([CH3:14])([CH3:13])[CH3:12]. Procedure details: 68 g of still wet (3,5-di-tert-butyl-4-hydroxy-phenyl)-chloroacetic acid are prepared from 41.2 g (0.2 mol) of 2,6-di-tert-butyl-phenol, 35.4 g (0.24 mol) of 50% aqueous glyoxylic acid and 54 g of hydrogen chloride in 200 ml of acetic acid as described in Example 2A. This acid is dissolved in 200 ml of absolute n-butanol and allowed to stand for three days. 25 ml of toluene are then added and the mixture is heated on the Dean-Stark trap for three hours. The solvents are then evaporated in vacuo ...